This data is from the Open Reaction Database (ORD), a public repository of structured organic reaction records. The task is: describe an organic reaction: reactants, conditions, products, and yield Reactants: C(C)(C)(C)OOC(C)(C)C (di-tertiary-butyl peroxide), CC1=CCC2CC1C2(C)C (α-pinene), P(OCC)(OCC)O (diethyl hydrogen phosphite), P(OCC)(OCC)O (DEHP). The product is diethyl para-menth-6-en-2-ylphosphonate, C(C)OP(OCC)(=O)C1C(C(CC(C1)C(C)C)P(OCC)(OCC)=O)C (tetraethyl-para-menthane-2,6-diyldiphosphonate). Isolated yield 70.0%. Reaction SMILES: [P:1]([OH:8])([O:5][CH2:6][CH3:7])[O:2][CH2:3][CH3:4].C(O[O:14][C:15]([CH3:18])(C)C)(C)(C)C.[CH3:19][C:20]1[CH:25]2[C:26]([CH3:28])([CH3:27])[CH:23]([CH2:24]2)[CH2:22][CH:21]=1>>[CH2:3]([O:2][P:1]([CH:21]1[CH2:22][CH:23]([CH:26]([CH3:27])[CH3:28])[CH2:24][CH:25]([P:1](=[O:5])([O:14][CH2:15][CH3:18])[O:2][CH2:3][CH3:4])[CH:20]1[CH3:19])(=[O:8])[O:5][CH2:6][CH3:7])[CH3:4]. Reported procedure: To a 5-liter vessel equipped with a mechanical stirrer was added 863 ml (6.7 mol) of diethyl hydrogen phosphite (DEHP). The stirred DEHP was heated to 140° and then 12.3 ml (0.067 mol) of di-tertiary-butyl peroxide was added. Finally, α-pinene, 211 ml (1.3 mol), was added dropwise over a period of 10-30 minutes while the reaction temperture was maintained at 140°-150°. This mixture was heated for 5 hours at 140°, cooled at room temperature, and then distilled in vacuo to yield 54.2 g (0.2 mol; 1... Reactants: O=C([O-])[O-], Cc1nnnn1-c1ccccc1C(=O)O, CC(C)=O, CCI, [K+], [K+]. Product: CCOC(=O)c1ccccc1-n1nnnc1C. RXN SMILES: [C:16](=[O:17])([O-:18])[O-:19].[CH3:1][c:2]1[n:3][n:4][n:5][n:6]1-[c:7]1[c:8]([C:9](=[O:10])[OH:11])[cH:12][cH:13][cH:14][cH:15]1.[CH3:25][C:26](=[O:27])[CH3:28].[I:22][CH2:23][CH3:24].[K+:20].[K+:21]>>[CH3:1][c:2]1[n:3][n:4][n:5][n:6]1-[c:7]1[c:8]([C:9]([O:10][CH2:23][CH3:24])=[O:11])[cH:12][cH:13][cH:14][cH:15]1.